Dataset: the Open Reaction Database (ORD), a public repository of structured organic reaction records. Task: describe an organic reaction: reactants, conditions, products, and yield Starting materials: ClC=CC#N (β-chloroacrylonitrile), ice water, CC(C)([O-])C.[K+] (Potassium-t-butoxide), ClC1=CC=C(C=C1)CC(C(F)(F)F)=NO (3-(p-chlorophenyl)-1,1,1-trifluoro-2-propanone oxime). Run in O1CCCC1 (tetrahydrofuran), O1CCCC1 (tetrahydrofuran), C(Cl)Cl (methylene chloride). Conditions: time 15 minute. Product: ClC1=CC=C(C=C1)C=1C(=CNC1C(F)(F)F)C#N (4-(p-Chlorophenyl)-5(trifluoromethyl)-pyrrole-3-carbonitrile). Reaction SMILES: CC(C)([O-])C.[K+].[Cl:7][C:8]1[CH:13]=[CH:12][C:11]([CH2:14][C:15](=[N:20]O)[C:16]([F:19])([F:18])[F:17])=[CH:10][CH:9]=1.Cl[CH:23]=[CH:24][C:25]#[N:26]>O1CCCC1.C(Cl)Cl>[Cl:7][C:8]1[CH:13]=[CH:12][C:11]([C:14]2[C:24]([C:25]#[N:26])=[CH:23][NH:20][C:15]=2[C:16]([F:19])([F:18])[F:17])=[CH:10][CH:9]=1 |f:0.1|. Procedure: Potassium-t-butoxide (2.46 g, 0.022 mol) is added in portions to a solution of 3-(p-chlorophenyl)-1,1,1-trifluoro-2-propanone oxime, (E)-, or (Z)-(4.75 g, 0.02 mol) in tetrahydrofuran (20 mL) at such a rate that the temperature if maintained at 25°-30° C. (ice-water bath). The resulting solution is stirred for 15 minutes and then added dropwise to a solution of β-chloroacrylonitrile (1.75 g, 0.02 mol) in tetrahydrofuran (15 mL) at 15°-10° C. over 1/2 hour. The ice bath is removed and the reactio...